From a dataset of the Open Reaction Database (ORD), a public repository of structured organic reaction records. describe an organic reaction: reactants, conditions, products, and yield Reported procedure: To a solution of 3-chloro-4-(trifluoromethyl)aniline (450 mg, 2.30 mmol) and toluene 4-sulfonic acid (1.19 g, 6.92 mmol) in CH3CN (10 mL) was added a solution of potassium iodide (955 mg, 5.76 mmol) and sodium nitrite (318 mg, 4.61 mmol) in water (1.8 mL) over 15 min at 10° C., then after 20 min the reaction mixture was poured onto water, neutralized with sat. aq. NaHCO3 solution, treated with 2 M aq. sodium thiosulfate solution (6 mL), and extracted with EtOAc. The organic layer was dried (MgSO... The reactants are ClC=1C=C(N)C=CC1C(F)(F)F (3-chloro-4-(trifluoromethyl)aniline), C1(=CC=C(C=C1)S(=O)(=O)O)C (toluene 4-sulfonic acid), [I-].[K+] (potassium iodide), N(=O)[O-].[Na+] (sodium nitrite), C(=O)(O)[O-].[Na+] (NaHCO3), S(=S)(=O)([O-])[O-].[Na+].[Na+] (sodium thiosulfate). RXN SMILES: [Cl:1][C:2]1[CH:3]=[C:4]([CH:6]=[CH:7][C:8]=1[C:9]([F:12])([F:11])[F:10])N.C1(C)C=CC(S(O)(=O)=O)=CC=1.[I-:24].[K+].N([O-])=O.[Na+].C([O-])(O)=O.[Na+].S([O-])([O-])(=O)=S.[Na+].[Na+]>CC#N.O>[Cl:1][C:2]1[CH:3]=[C:4]([I:24])[CH:6]=[CH:7][C:8]=1[C:9]([F:12])([F:11])[F:10] |f:2.3,4.5,6.7,8.9.10|. The solvent is CC#N (CH3CN), O (water). Yield: 73.4%. Product: ClC1=C(C=CC(=C1)I)C(F)(F)F (2-Chloro-4-iodo-1-trifluoromethyl-benzene). The reactants are ClC=1C=CC=2NC3=CC=C(C=C3C2C1)Cl (3,6-dichlorocarbazole), C(C)(=O)Cl (acetyl chloride), C(C)(=O)N1C2=CC=CC=C2C=2C=CC=CC12 (9-acetyl carbazole), C[O-].[Na+] (sodium methylate), C(C)(=O)N1C2=CC=CC=C2C=2C=CC=CC12 (9-acetyl carbazole). Product: C1(=CC(=CC=2OC3=C(C21)C=CC=C3)O)O (dibenzo[b,d]furan-1,3-diol). Reaction SMILES: ClC1C=CC2N[C:7]3[C:12]([C:13]=2C=1)=[CH:11][C:10](Cl)=[CH:9][CH:8]=3.[C:16](Cl)(=[O:18])[CH3:17].[C:20](N1C2C=CC=CC=2C2C1=CC=CC=2)(=[O:22])[CH3:21].[CH3:36][O-:37].[Na+]>>[C:16]1([OH:18])[C:13]2[C:12]3[CH:11]=[CH:10][CH:9]=[CH:8][C:7]=3[O:37][C:36]=2[CH:21]=[C:20]([OH:22])[CH:17]=1 |f:3.4|. Procedure: Reaction of 2-coumarine (CAS 553-86-6) with methyl(triphenylphosphoranylidene)acetate (CAS 2605-67-6) gives compound 1 (Aust. J. Chem., 1975, 28, 1097). Reaction of compound 1 with acetyl chloride (CAS 75-36-5) leads to compound 2 (J. Chem. Soc., Perkin Trans 1, 1984, 1605). Reaction of compound 2 with sodium methylate affords dibenzo[b,d]furan-1,3-diol 1-2 (J. Chem. Soc., Perkin Trans 1, 1984, 1605). Reactants: COC1=C(CNC2=NC=NS2)C=CC(=C1)OC (N-(2,4-dimethoxybenzyl)-1,2,4-thiadiazol-5-amine), C[Si]([N-][Si](C)(C)C)(C)C.[Li+] (lithium 1,1,1,3,3,3-hexamethyldisilazan-2-ide), FC1=C(C=C(C(=C1)F)F)S(=O)(=O)Cl (2,4,5-trifluorobenzenesulfonyl chloride). Run in O1CCCC1 (tetrahydrofuran), O1CCCC1 (tetrahydrofuran), O1CCCC1 (tetrahydrofuran). Conditions: time 1 hour. The product is COC1=C(CN(S(=O)(=O)C2=C(C=C(C(=C2)F)F)F)C2=NC=NS2)C=CC(=C1)OC (N-(2,4-dimethoxybenzyl)-2,4,5-trifluoro-N-1,2,4-thiadiazol-5-ylbenzenesulfonamide). Isolated yield 73.8%. As a reaction SMILES: [CH3:1][O:2][C:3]1[CH:15]=[C:14]([O:16][CH3:17])[CH:13]=[CH:12][C:4]=1[CH2:5][NH:6][C:7]1[S:11][N:10]=[CH:9][N:8]=1.C[Si](C)(C)[N-][Si](C)(C)C.[Li+].[F:28][C:29]1[CH:34]=[C:33]([F:35])[C:32]([F:36])=[CH:31][C:30]=1[S:37](Cl)(=[O:39])=[O:38]>O1CCCC1>[CH3:1][O:2][C:3]1[CH:15]=[C:14]([O:16][CH3:17])[CH:13]=[CH:12][C:4]=1[CH2:5][N:6]([C:7]1[S:11][N:10]=[CH:9][N:8]=1)[S:37]([C:30]1[CH:31]=[C:32]([F:36])[C:33]([F:35])=[CH:34][C:29]=1[F:28])(=[O:39])=[O:38] |f:1.2|. Procedure: To a solution of (N-(2,4-dimethoxybenzyl)-1,2,4-thiadiazol-5-amine (Preparation 14, 13 g, 51.73 mmol) in dry tetrahydrofuran (150 ml) at −70° C. under argon atmosphere was added 1 M lithium 1,1,1,3,3,3-hexamethyldisilazan-2-ide in tetrahydrofuran (56.9 ml, 56.9 mmol) dropwise. The reaction mixture was allowed to warm up to room temperature and stirred for 1 h. It was again cooled to −70° C. and a tetrahydrofuran (50 ml) solution of 2,4,5-trifluorobenzenesulfonyl chloride (11.9 g, 51.73 mmol) was... Starting materials: ClCCC=1C(=NC=2N(C1O)C=NC2C#N)C (3-chloroethyl-8-cyano-4-hydroxy-2-methylimidazo[1,5-a]pyrimidine), FC1=CC=C(C=C1)C(=C1CCNCC1)C1=CC=C(C=C1)F (4-[bis(4-fluorophenyl)methylene]piperidine). Yields the product Cl.FC1=CC=C(C=C1)C(=C1CCN(CC1)CCC=1C(=NC=2N(C1O)C=NC2C#N)C)C2=CC=C(C=C2)F (3-{2-[4-[Bis(4-fluorophenyl)methylene]piperidino]ethyl}-8-cyano-4-hydroxy-2-methylimidazo[1,5-a]pyrimidine hydrochloride). Reaction SMILES: [Cl:1][CH2:2][CH2:3][C:4]1[C:5]([CH3:16])=[N:6][C:7]2[N:8]([CH:11]=[N:12][C:13]=2[C:14]#[N:15])[C:9]=1[OH:10].[F:17][C:18]1[CH:23]=[CH:22][C:21]([C:24]([C:31]2[CH:36]=[CH:35][C:34]([F:37])=[CH:33][CH:32]=2)=[C:25]2[CH2:30][CH2:29][NH:28][CH2:27][CH2:26]2)=[CH:20][CH:19]=1>>[ClH:1].[F:37][C:34]1[CH:35]=[CH:36][C:31]([C:24]([C:21]2[CH:20]=[CH:19][C:18]([F:17])=[CH:23][CH:22]=2)=[C:25]2[CH2:30][CH2:29][N:28]([CH2:2][CH2:3][C:4]3[C:5]([CH3:16])=[N:6][C:7]4[N:8]([CH:11]=[N:12][C:13]=4[C:14]#[N:15])[C:9]=3[OH:10])[CH2:27][CH2:26]2)=[CH:32][CH:33]=1 |f:2.3|. Procedure details: This compound was prepared from 3-chloroethyl-8-cyano-4-hydroxy-2-methylimidazo[1,5-a]pyrimidine and 4-[bis(4-fluorophenyl)methylene]piperidine according to the process described in Example 4, Stage B. The reactants are ClCC(=O)NC1=C(C=CC=C1C(C)=O)C (N-Chloroacetyl-2-methyl-6-acetylaniline), C(C(C)O)O (1,2-propanediol), C=1(C(=CC=CC1)S(=O)(=O)O)C (toluene sulfonic acid). Solvent: C1(=CC=CC=C1)C (toluene). The product is CC1(OCC(O1)C)C1=C(C(=CC=C1)C)NC(CCl)=O (2,4-Dimethyl-2-(3-methyl-2-chloroacetamidophenyl) dioxolane). RXN SMILES: [Cl:1][CH2:2][C:3]([NH:5][C:6]1[C:11]([C:12](=[O:14])[CH3:13])=[CH:10][CH:9]=[CH:8][C:7]=1[CH3:15])=[O:4].[CH2:16](O)[CH:17]([OH:19])[CH3:18].C1(C)C(S(O)(=O)=O)=CC=CC=1>C1(C)C=CC=CC=1>[CH3:13][C:12]1([C:11]2[CH:10]=[CH:9][CH:8]=[C:7]([CH3:15])[C:6]=2[NH:5][C:3](=[O:4])[CH2:2][Cl:1])[O:19][CH:17]([CH3:18])[CH2:16][O:14]1. Reported procedure: N-chloroacetyl-2-methyl-6-acetylaniline (from Example 1), 4.51 g, 1,2-propanediol, 3.7 ml, and a dash of toluene sulfonic acid were combined in 50 ml toluene and refluxed. The distilled water by-product was collected in a Dean-Stark trap. After water ceased to distil, methylene chloride was added and the mixture was extracted successively with bicarbonate solution and water, then dried (MgSO4) and evaporated to yield 3.3 g brown oil. The oil was purified on a silica gel column (Hexane:ethyl acet... Yields the product CCOc1ccc(C(=O)c2c(Cl)ccc(Br)c2OC)cc1. Reactants: [Al+3], COc1cc(Cl)ccc1Br, CCOc1ccc(C(=O)O)cc1, CN(C)C=O, ClC(Cl)Cl, [Cl-], [Cl-], [Cl-], O=C(Cl)C(=O)Cl, O. Reaction SMILES: [Al+3:30].[Br:19][c:20]1[c:21]([O:27][CH3:28])[cH:22][c:23]([Cl:26])[cH:24][cH:25]1.[CH2:7]([CH3:8])[O:9][c:10]1[cH:11][cH:12][c:13]([C:14](=[O:15])[OH:16])[cH:17][cH:18]1.[CH3:38][N:39]([CH3:40])[CH:41]=[O:42].[CH:33]([Cl:34])([Cl:35])[Cl:36].[Cl-:29].[Cl-:31].[Cl-:32].[Cl:1][C:2]([C:3]([Cl:4])=[O:5])=[O:6].[OH2:37]>>[CH2:7]([CH3:8])[O:9][c:10]1[cH:11][cH:12][c:13]([C:14](=[O:16])[c:22]2[c:21]([O:27][CH3:28])[c:20]([Br:19])[cH:25][cH:24][c:23]2[Cl:26])[cH:17][cH:18]1. The reactants are BrC=1C(=CC(=NC1)N)NC1CCN(CC1)C (5-bromo-N4-(1-methylpiperidin-4-yl)pyridine-2,4-diamine), BrC1=NC=CN=C1C#N (2-bromo-cyanopyrazine), C=1C=CC(=CC1)P(C=2C=CC=CC2)C3=CC=C4C=CC=CC4=C3C5=C6C=CC=CC6=CC=C5P(C=7C=CC=CC7)C=8C=CC=CC8 (BINAP), CC(C)([O-])C.[Na+] (sodium tert-butoxide). Run in O1CCOCC1 (dioxane). Reaction conditions: temperature 90 celsius. The product is BrC=1C(=CC(=NC1)NC=1N=CC(=NC1)C#N)NC1CCN(CC1)C (5-(5-Bromo-4-(1-methylpiperidin-4-ylamino)pyridin-2-ylamino)pyrazine-2-carbonitrile). Yield: 7.4%. Reaction SMILES: [Br:1][C:2]1[C:3]([NH:9][CH:10]2[CH2:15][CH2:14][N:13]([CH3:16])[CH2:12][CH2:11]2)=[CH:4][C:5]([NH2:8])=[N:6][CH:7]=1.Br[C:18]1[C:23]([C:24]#[N:25])=[N:22][CH:21]=[CH:20][N:19]=1.C1C=CC(P(C2C(C3C(P(C4C=CC=CC=4)C4C=CC=CC=4)=CC=C4C=3C=CC=C4)=C3C(C=CC=C3)=CC=2)C2C=CC=CC=2)=CC=1.CC(C)([O-])C.[Na+]>O1CCOCC1>[Br:1][C:2]1[C:3]([NH:9][CH:10]2[CH2:15][CH2:14][N:13]([CH3:16])[CH2:12][CH2:11]2)=[CH:4][C:5]([NH:8][C:20]2[N:19]=[CH:18][C:23]([C:24]#[N:25])=[N:22][CH:21]=2)=[N:6][CH:7]=1 |f:3.4|. Reported procedure: A solution of 5-bromo-N4-(1-methylpiperidin-4-yl)pyridine-2,4-diamine (0.020 g, 0.070 mmol), 2-bromo-cyanopyrazine (0.013 g, 0.070 mmol), BINAP (0.002 g, 0.005 mmol), sodium tert-butoxide (0.009 g, 0.098 mmol), tris(dibenzylideneacetone)dipalladium chloroform complex (0.003 g, 0.003 mmol) in dioxane (0.5 mL was stirred at r.t. under nitrogen for 10 min before being heated for 6 h at 90° C. The crude reaction mixture was purified by ion exchange on SCX-II acidic resin (1 g) eluting with methanol/... Reactants: NC1=NC(=CC(=C1CO)C1CN(CCC1)C(=O)OC(C)(C)C)C1=C(C=CC=C1OCC1=CC=C(C=C1)OC)OCC1CC1 (tert-butyl 3-[2-amino-6-{2-(cyclopropylmethoxy)-6-[(4-methoxybenzyl)oxy]phenyl}-3-(hydroxymethyl)-4-pyridinyl]-1-piperidinecarboxylate), C=O (formaldehyde), Cl (HCl). Run in O1CCOCC1 (1,4-dioxane). Conditions: time 2 hour. Product: C(C)(C)(C)C1N(CCCC1C1=CC(=NC=2NCOCC21)C2=C(C=CC=C2OCC2=CC=C(C=C2)OC)OCC2CC2)C(=O)OC(C)(C)C (1,1-dimethylethyl (tert-butyl)-3-{7-[2-[(cyclopropylmethyl)oxy]-6-({[4-(methyloxy)phenyl]methyl}oxy)phenyl]-1,4-dihydro-2H-pyrido[2,3-d][1,3]oxazin-5-yl}-1-piperidinecarboxylate). The yield is 62.0%. As a reaction SMILES: [NH2:1][C:2]1[C:7]([CH2:8]O)=[C:6]([CH:10]2[CH2:15][CH2:14][CH2:13][N:12]([C:16]([O:18][C:19]([CH3:22])([CH3:21])[CH3:20])=[O:17])[CH2:11]2)[CH:5]=[C:4]([C:23]2[C:28]([O:29][CH2:30][C:31]3[CH:36]=[CH:35][C:34]([O:37][CH3:38])=[CH:33][CH:32]=3)=[CH:27][CH:26]=[CH:25][C:24]=2[O:39][CH2:40][CH:41]2[CH2:43][CH2:42]2)[N:3]=1.[CH2:44]=[O:45].Cl>O1CCOCC1>[C:6]([CH:11]1[CH:10]([C:6]2[C:7]3[CH2:8][O:45][CH2:44][NH:1][C:2]=3[N:3]=[C:4]([C:23]3[C:28]([O:29][CH2:30][C:31]4[CH:36]=[CH:35][C:34]([O:37][CH3:38])=[CH:33][CH:32]=4)=[CH:27][CH:26]=[CH:25][C:24]=3[O:39][CH2:40][CH:41]3[CH2:43][CH2:42]3)[CH:5]=2)[CH2:15][CH2:14][CH2:13][N:12]1[C:16]([O:18][C:19]([CH3:21])([CH3:20])[CH3:22])=[O:17])([CH3:10])([CH3:7])[CH3:5]. Reported procedure: To a stirred solution of tert-butyl 3-[2-amino-6-{2-(cyclopropylmethoxy)-6-[(4-methoxybenzyl)oxy]phenyl}-3-(hydroxymethyl)-4-pyridinyl]-1-piperidinecarboxylate (0.501 g, 0.850 mmol) in 1,4-dioxane was added 37% formaldehyde solution (5.000 mL) and 1N HCl (5.000 mL). The mixture was stirred at room temperature for 2 hrs. The reaction mixture was extracted with ethyl acetate and water. The separated organic phase was washed with brine, dried over Na2SO4, filtered and concentrated under reduced pre... Starting materials: CCO, O=Cc1cc(N2CCCCC2)ccc1[N+](=O)[O-], [Na], CCOP(=O)(OCC)C1NC(=O)NC1=O. Product: O=C1NC(=O)C(=Cc2cc(N3CCCCC3)ccc2[N+](=O)[O-])N1. RXN SMILES: [CH3:34][CH2:35][OH:36].[N+:17](=[O:18])([O-:19])[c:20]1[c:21]([CH:22]=[O:23])[cH:24][c:25]([N:28]2[CH2:29][CH2:30][CH2:31][CH2:32][CH2:33]2)[cH:26][cH:27]1.[Na:1].[O:2]=[C:3]1[NH:4][CH:5]([P:9]([O:10][CH2:11][CH3:12])(=[O:13])[O:14][CH2:15][CH3:16])[C:6](=[O:8])[NH:7]1>>[O:2]=[C:3]1[NH:4][C:5](=[CH:22][c:21]2[c:20]([N+:17](=[O:18])[O-:19])[cH:27][cH:26][c:25]([N:28]3[CH2:29][CH2:30][CH2:31][CH2:32][CH2:33]3)[cH:24]2)[C:6](=[O:8])[NH:7]1. Reactants: C(C)(C)(C)OC(=O)N1C(=CNCC1)C(=O)OCC (Ethyl 1-tert-butoxycarbonyl-1,4,5,6-tetrahydropyrazinecarboxylate), O (H2O). The reagents and catalysts are [Pd] (palladium on carbon). The solvent is CC(=O)O (AcOH), [H][H] (hydrogen). Yields the product C(C)(C)(C)OC(=O)N1C(CNCC1)C(=O)OCC (ethyl 1-tert-butoxycarbonyl-2-piperazinecarboxylate). Yield: 97.9%. Reaction SMILES: [C:1]([O:5][C:6]([N:8]1[CH2:13][CH2:12][NH:11][CH:10]=[C:9]1[C:14]([O:16][CH2:17][CH3:18])=[O:15])=[O:7])([CH3:4])([CH3:3])[CH3:2].O>CC(O)=O.[Pd].[H][H]>[C:1]([O:5][C:6]([N:8]1[CH2:13][CH2:12][NH:11][CH2:10][CH:9]1[C:14]([O:16][CH2:17][CH3:18])=[O:15])=[O:7])([CH3:4])([CH3:3])[CH3:2]. Procedure: Ethyl 1-tert-butoxycarbonyl-1,4,5,6-tetrahydropyrazinecarboxylate (60 g) was dissolved in AcOH (400 ml), and the solution was subjected to catalytic reduction using 10% palladium on carbon (12 g)-H2O (30 ml), in hydrogen at 3 atm for 4 hours. The catalyst was removed by filtration and the filtrate was concentrated under reduced pressure. The residue was dissolved in AcOEt (1000 ml), and the organic layer was washed with saturated aqueous NaHCO3 solution by stirring carefully to avoid foaming. Th...